This data is from the Open Reaction Database (ORD), a public repository of structured organic reaction records. The task is: describe an organic reaction: reactants, conditions, products, and yield The reactants are [OH-].[Na+] (Sodium hydroxide), C(C)OC(C(C)C1=CC2=C(N=C(S2)NC(=O)OC(C)(C)C)C=C1)=O (2-(2-tert-Butoxycarbonylamino-benzothiazole-6-yl)-propionic acid ethyl ester), C(C)(=O)O (acetic acid). Run in C1CCOC1 (THF), O (H2O), O (Water). Yields the product C(C)(C)(C)OC(=O)NC=1SC2=C(N1)C=CC(=C2)C(C(=O)O)C (2-(2-tert-Butoxycarbonylamino-benzothiazole-6-yl)-propionic acid). As a reaction SMILES: C([O:3][C:4](=[O:24])[CH:5]([C:7]1[CH:23]=[CH:22][C:10]2[N:11]=[C:12]([NH:14][C:15]([O:17][C:18]([CH3:21])([CH3:20])[CH3:19])=[O:16])[S:13][C:9]=2[CH:8]=1)[CH3:6])C.[OH-].[Na+].C(O)(=O)C>C1COCC1.O>[C:18]([O:17][C:15]([NH:14][C:12]1[S:13][C:9]2[CH:8]=[C:7]([CH:5]([CH3:6])[C:4]([OH:24])=[O:3])[CH:23]=[CH:22][C:10]=2[N:11]=1)=[O:16])([CH3:21])([CH3:19])[CH3:20] |f:1.2|. Reported procedure: A mixture of 5 (239 mg, 1 mmol) in THF (10 ml) and H2O (10 ml) is stirred at room temperature. Sodium hydroxide (68.2 mg, 2.5 mmol) is added to the mixture. The reaction mixture is stirred for 15 h at room temperature. The reaction mixture is acidified to pH 3˜4 with acetic acid. Water is added to the mixture and extracted with dichloromethane. The organic layer is dried over magnesium sulfate, filtered and concentrated in vacuo. Yield: quantitative.